The task is: describe an organic reaction: reactants, conditions, products, and yield. This data is from the Open Reaction Database (ORD), a public repository of structured organic reaction records. Reactants: CC1=C(C(=O)C=CO1)O (Maltol), CN (methylamine), CC(=O)C (acetone). The solvent is O (water). Run at time 6.5 hour. The product is CN1C(=C(C(C=C1)=O)O)C (1,2-Dimethyl-3-hydroxypyrid-4-one). Yield: 53.0%. RXN SMILES: [CH3:1][C:2]1O[CH:7]=[CH:6][C:4](=[O:5])[C:3]=1[OH:9].CC(C)=O.[CH3:14][NH2:15]>O>[CH3:14][N:15]1[CH:7]=[CH:6][C:4](=[O:5])[C:3]([OH:9])=[C:2]1[CH3:1]. Reported procedure: Maltol (i.e. 2-methyl-3-hydroxypyran-4-one) 250 g) was dissolved in 25% aqueous methylamine (750 ml) and water (125 ml). The solution was pumped through the CMR (18 ml/min; 160°-2° C.; 900 kPa) and the hot reaction mixture passed directly into acetone (2.5 liters), cooled in an ice water bath. The crystalline product (146 g; 53% yield) was collected by filtration, and washed with acetone (2×250 ml). The corresponding literature method17 involved 6.5 hours at reflux, followed by laborious work up...